Dataset: the Open Reaction Database (ORD), a public repository of structured organic reaction records. Task: describe an organic reaction: reactants, conditions, products, and yield As a reaction SMILES: [CH2:30]([CH:31]=[CH2:32])[Br:33].[CH3:39][CH2:40][O:41][C:42]([CH3:43])=[O:44].[CH:1]1([c:7]2[c:8](-[c:20]3[c:21]([CH:26]=[CH2:27])[cH:22][cH:23][cH:24][cH:25]3)[nH:9][c:10]3[cH:11][c:12]([C:16](=[O:17])[O:18][CH3:19])[cH:13][cH:14][c:15]23)[CH2:2][CH2:3][CH2:4][CH2:5][CH2:6]1.[H-:29].[Na+:28].[O:34]=[CH:35][N:36]([CH3:37])[CH3:38]>>[CH:1]1([c:7]2[c:8](-[c:20]3[c:21]([CH:26]=[CH2:27])[cH:22][cH:23][cH:24][cH:25]3)[n:9]([CH2:32][CH:31]=[CH2:30])[c:10]3[cH:11][c:12]([C:16](=[O:17])[O:18][CH3:19])[cH:13][cH:14][c:15]23)[CH2:2][CH2:3][CH2:4][CH2:5][CH2:6]1. Yields the product C=CCn1c(-c2ccccc2C=C)c(C2CCCCC2)c2ccc(C(=O)OC)cc21. Starting materials: C=CCBr, CCOC(C)=O, C=Cc1ccccc1-c1[nH]c2cc(C(=O)OC)ccc2c1C1CCCCC1, [H-], [Na+], CN(C)C=O. Yields the product N=C1NC(CCC1)CC1CCCCC1 (2-imino-6-cyclohexylmethylpiperidine). Reported procedure: The 2-amino-6-benzylpyridine product of Example 298 A was reduced in acetic acid under hydrogen atmosphere utilizing platinum oxide catalyst to afford 2-imino-6-cyclohexylmethylpiperidine as an oil. The oil was dissolved in 1N HCl and lyophilized to give a white solid. The solid was recrystallized from EtOAc to give the title product as white crystals. Solvent: C(C)(=O)O (acetic acid). The reagents and catalysts are [Pt]=O (platinum oxide). The reactants are NC1=NC(=CC=C1)CC1=CC=CC=C1 (2-amino-6-benzylpyridine). Reaction SMILES: [NH2:1][C:2]1[CH:7]=[CH:6][CH:5]=[C:4]([CH2:8][C:9]2[CH:14]=[CH:13][CH:12]=[CH:11][CH:10]=2)[N:3]=1>C(O)(=O)C.[Pt]=O>[NH:1]=[C:2]1[CH2:7][CH2:6][CH2:5][CH:4]([CH2:8][CH:9]2[CH2:10][CH2:11][CH2:12][CH2:13][CH2:14]2)[NH:3]1.